The task is: describe an organic reaction: reactants, conditions, products, and yield. This data is from the Open Reaction Database (ORD), a public repository of structured organic reaction records. Reactants: COc1ccc(N2Cc3cnc(Nc4ccc(OC)c(OC)c4)nc3N(C3CCC(O[Si](C)(C)C(C)(C)C)CC3)C2=O)cc1, CCOC(C)=O, ClCCl, O=C(O)C(F)(F)F. Product: COc1ccc(N2Cc3cnc(Nc4ccc(OC)c(OC)c4)nc3N(C3CCC(O)CC3)C2=O)cc1. As a reaction SMILES: [C:1]([Si:2]([CH3:3])([CH3:4])[O:6][CH:7]1[CH2:8][CH2:9][CH:10]([N:13]2[C:14](=[O:42])[N:15]([c:34]3[cH:35][cH:36][c:37]([O:40][CH3:41])[cH:38][cH:39]3)[CH2:16][c:17]3[c:18]2[n:19][c:20]([NH:23][c:24]2[cH:25][c:26]([O:32][CH3:33])[c:27]([O:30][CH3:31])[cH:28][cH:29]2)[n:21][cH:22]3)[CH2:11][CH2:12]1)([CH3:5])([CH3:43])[CH3:44].[CH3:55][CH2:56][O:57][C:58](=[O:59])[CH3:60].[Cl:52][CH2:53][Cl:54].[OH:45][C:46]([C:47]([F:48])([F:49])[F:50])=[O:51]>>[OH:6][CH:7]1[CH2:8][CH2:9][CH:10]([N:13]2[C:14](=[O:42])[N:15]([c:34]3[cH:35][cH:36][c:37]([O:40][CH3:41])[cH:38][cH:39]3)[CH2:16][c:17]3[c:18]2[n:19][c:20]([NH:23][c:24]2[cH:25][c:26]([O:32][CH3:33])[c:27]([O:30][CH3:31])[cH:28][cH:29]2)[n:21][cH:22]3)[CH2:11][CH2:12]1. Reactants: FC(C=1C=NC=C(C1)Br)(F)F (3-Trifluoromethyl-5-bromopyridine), C(=O)(OC(C)(C)C)N1C(=CC2=CC=C(C=C12)Cl)B(O)O (N-Boc-6-chloro-indole-2-boronic acid). The product is ClC1=CC=C2C=C(NC2=C1)C=1C=NC=C(C1)C(F)(F)F (6-chloro-2-(5-trifluoromethyl-pyridin-3-yl)-1H-indole). Procedure: 3-Trifluoromethyl-5-bromopyridine and N-Boc-6-chloro-indole-2-boronic acid are processed according to the procedure described in Example 91 to give 6-chloro-2-(5-trifluoromethyl-pyridin-3-yl)-1H-indole. (ESI) m/z 297.0 (M+H)+. Reaction SMILES: [F:1][C:2]([F:11])([F:10])[C:3]1[CH:4]=[N:5][CH:6]=[C:7](Br)[CH:8]=1.C([N:19]1[C:27]2[C:22](=[CH:23][CH:24]=[C:25]([Cl:28])[CH:26]=2)[CH:21]=[C:20]1B(O)O)(OC(C)(C)C)=O>>[Cl:28][C:25]1[CH:26]=[C:27]2[C:22]([CH:21]=[C:20]([C:7]3[CH:6]=[N:5][CH:4]=[C:3]([C:2]([F:11])([F:10])[F:1])[CH:8]=3)[NH:19]2)=[CH:23][CH:24]=1. The reactants are Cl (HCl), CCOCC (Et2O), COC1=CC=C(C(=O)N[C@H](C(C)C)C(=O)N2CCC(CC2)C2CCN(CC2)C)C=C1 (1-(4-methoxybenzoyl-D-valinyl)-4-(1-methylpiperidin-4-yl)piperidine). Solvent: C(Cl)Cl (CH2Cl2). Reaction conditions: time 5 minute. The product is Cl.COC1=CC=C(C(=O)N[C@H](C(C)C)C(=O)N2CCC(CC2)C2CCN(CC2)C)C=C1 (1-(4-Methoxybenzoyl-D-valinyl)-4-(1-methylpiperidin-4-yl)-piperidine Hydrochloride). Reaction SMILES: [CH3:1][O:2][C:3]1[CH:30]=[CH:29][C:6]([C:7]([NH:9][C@@H:10]([C:14]([N:16]2[CH2:21][CH2:20][CH:19]([CH:22]3[CH2:27][CH2:26][N:25]([CH3:28])[CH2:24][CH2:23]3)[CH2:18][CH2:17]2)=[O:15])[CH:11]([CH3:13])[CH3:12])=[O:8])=[CH:5][CH:4]=1.[ClH:31].CCOCC>C(Cl)Cl>[ClH:31].[CH3:1][O:2][C:3]1[CH:30]=[CH:29][C:6]([C:7]([NH:9][C@@H:10]([C:14]([N:16]2[CH2:17][CH2:18][CH:19]([CH:22]3[CH2:23][CH2:24][N:25]([CH3:28])[CH2:26][CH2:27]3)[CH2:20][CH2:21]2)=[O:15])[CH:11]([CH3:13])[CH3:12])=[O:8])=[CH:5][CH:4]=1 |f:4.5|. Reported procedure: To a solution of 1-(4-methoxybenzoyl-D-valinyl)-4-(1-methylpiperidin-4-yl)piperidine (14.75 g, 35.5 mmol) in anhydrous CH2Cl2 (400 mL) cooled to 0° C. is added HCl in Et2O (1 M, 35.9 mL, 35.9 mmol). After approximately 5 min, the solvent is removed in vacuo to give 16.9 g (quantitative) of the title compound as a white foam. Reactants: C(C)OP(=O)(OCC)C(C(=O)OCC)CCC=C (ethyl 2-(diethoxyphosphoryl)hex-5-enoate), [H-].[Na+] (NaH), C1CO1 (ethylene oxide). The reagents and catalysts are CCO (EtOH). The solvent is C1=CC=CC=C1 (benzene). Run at temperature 0 celsius, time 30 minute. Product: C(CC=C)C1(CC1)C(=O)OCC (Ethyl 1-but-3-en-1-ylcyclopropanecarboxylate). Yield: 48.0%. As a reaction SMILES: [H-].[Na+].C(OP([CH:11]([CH2:17][CH2:18][CH:19]=[CH2:20])[C:12]([O:14][CH2:15][CH3:16])=[O:13])(OCC)=O)C.[CH2:21]1O[CH2:22]1>C1C=CC=CC=1.CCO>[CH2:17]([C:11]1([C:12]([O:14][CH2:15][CH3:16])=[O:13])[CH2:22][CH2:21]1)[CH2:18][CH:19]=[CH2:20] |f:0.1|. Procedure details: To a stirred suspension of NaH (60% dispersion in mineral oil, 3.02 g, 75.5 mmol) in dry benzene (100 mL), at 22° C. and under nitrogen, was added dropwise ethyl 2-(diethoxyphosphoryl)hex-5-enoate with anhydrous EtOH (0.044 mL, 0.76 mmol) over 30 minutes. Stirred for 30 minutes, this reaction, cooled at 0° C. and attached with a dry ice/acetone condenser, was added via cannula ethylene oxide (12.7 g, 289.3 mmol), then refluxed at 50° C. for 5 hours. Quenched at 22° C. with 1N aqueous NH4Cl (100 ... Starting materials: COP(OC)(=O)CCCOC=1C=C2C(=C(N(C2=CC1)CC1=CC(=CC=C1)Cl)CC)CC(=O)N ([3-[[3-(2-Amino-2-oxoethyl)-1-[(3-chlorophenyl)methyl]-2-ethyl-1H-indol-5-yl]oxy]propyl]phosphonic acid dimethyl ester), C[Si](C)(C)Br (trimethylsilyl bromide), CO (MeOH). Run in C(Cl)Cl (methylene chloride). Run at time 0.75 hour. Product: NC(CC1=C(N(C2=CC=C(C=C12)OCCCP(O)(O)=O)CC1=CC(=CC=C1)Cl)CC)=O ([3-[[3-(2-amino-2-oxoethyl)-1-[(3-chlorophenyl)methyl]-2-ethyl-1H-indol-5-yl]oxy]propyl]phosphonic acid). The yield is 64.5%. RXN SMILES: C[O:2][P:3]([CH2:7][CH2:8][CH2:9][O:10][C:11]1[CH:12]=[C:13]2[C:17](=[CH:18][CH:19]=1)[N:16]([CH2:20][C:21]1[CH:26]=[CH:25][CH:24]=[C:23]([Cl:27])[CH:22]=1)[C:15]([CH2:28][CH3:29])=[C:14]2[CH2:30][C:31]([NH2:33])=[O:32])(=[O:6])[O:4]C.C[Si](Br)(C)C.CO>C(Cl)Cl>[NH2:33][C:31](=[O:32])[CH2:30][C:14]1[C:13]2[C:17](=[CH:18][CH:19]=[C:11]([O:10][CH2:9][CH2:8][CH2:7][P:3](=[O:2])([OH:6])[OH:4])[CH:12]=2)[N:16]([CH2:20][C:21]2[CH:26]=[CH:25][CH:24]=[C:23]([Cl:27])[CH:22]=2)[C:15]=1[CH2:28][CH3:29]. Procedure: [[3-[[3-(2-Amino-2-oxoethyl)-1-[(3-chlorophenyl)methyl]-2-ethyl-1H-indol-5-yl]oxy]propyl]phosphonic acid dimethyl ester (99 mg, 0.2 mmol) and 0.21 mL (1.6 mmol) of trimethylsilyl bromide in 2 mL of methylene chloride was stirred for 16 hours, 5 mL of MeOH added, stirred 0.75 hours and concentrated at reduced pressure. The residue was crystallized from EtOAc/MeCN/HOAc/water to give 60 mg (65% yield) of [3-[[3-(2-amino-2-oxoethyl)-1-[(3-chlorophenyl)methyl]-2-ethyl-1H-indol-5-yl]oxy]propyl]phospho... Reactants: Cl.Cl.CN(C)CC1=CC(=NC=C1)CCl (4-Dimethylaminomethyl-2-chloromethylpyridine dihydrochloride), NC(=S)N (thiourea). The solvent is C(C)O (ethanol). Product: Cl.Cl.Cl.CN(C)CC1=CC(=NC=C1)CNC(S)=N (4-dimethylaminomethyl-2-pyridylmethyl isothiourea trihydrochloride). Reaction SMILES: [ClH:1].Cl.[CH3:3][N:4]([CH2:6][C:7]1[CH:12]=[CH:11][N:10]=[C:9]([CH2:13][Cl:14])[CH:8]=1)[CH3:5].[NH2:15][C:16]([NH2:18])=[S:17]>C(O)C>[ClH:14].[ClH:1].[ClH:14].[CH3:3][N:4]([CH2:6][C:7]1[CH:12]=[CH:11][N:10]=[C:9]([CH2:13][NH:18][C:16](=[NH:15])[SH:17])[CH:8]=1)[CH3:5] |f:0.1.2,5.6.7.8|. Procedure: 4-Dimethylaminomethyl-2-chloromethylpyridine dihydrochloride is reacted with thiourea in ethanol under reflux. Removal of the ethanol yields 4-dimethylaminomethyl-2-pyridylmethyl isothiourea trihydrochloride. Reactants: CC(Cl)c1cccnc1, Cc1cc(C(=O)O)nn1Cc1ccccc1. Reagents/catalysts: O=C([O-])[O-].[Cs+].[Cs+] (cesium carbonate), [I-].[K+] (potassium iodide). The solvent is CN(C)C=O (DMF), CN(C)C=O (dmf), CN(C)C=O (DMF). Reaction conditions: temperature 70 celsius, time 16 hour. The product is Cc1cc(C(=O)OC(C)c2cccnc2)nn1Cc1ccccc1. The reactants are [N+](=O)([O-])C=1C=CC(=C(C(=O)O)C1CC)N (5-nitro-6-ethyl-2-aminobenzoic acid), ClC(=O)OCC (Ethyl chloroformate). Solvent: N1=CC=CC=C1 (pyridine). Conditions: time 60 minute. The product is [N+](=O)([O-])C=1C=CC2=C(C(OC(=N2)OCC)=O)C1CC (6-nitro-5-ethyl-2-ethoxy-3,1-benzoxazin-4-one). The yield is 47.0%. As a reaction SMILES: [N+:1]([C:4]1[CH:5]=[CH:6][C:7]([NH2:15])=[C:8]([C:12]=1[CH2:13][CH3:14])[C:9]([OH:11])=[O:10])([O-:3])=[O:2].Cl[C:17]([O:19][CH2:20][CH3:21])=O>N1C=CC=CC=1>[N+:1]([C:4]1[CH:5]=[CH:6][C:7]2[N:15]=[C:17]([O:19][CH2:20][CH3:21])[O:10][C:9](=[O:11])[C:8]=2[C:12]=1[CH2:13][CH3:14])([O-:3])=[O:2]. Procedure: A solution of 1.3 g (6.2 mmoles) of 5-nitro-6-ethyl-2-aminobenzoic acid in 40 mL of dry pyridine was cooled in an ice-water bath under inert atmosphere. Ethyl chloroformate, 2 mL (21 mmoles), was added dropwise over a five-minute period. A mild exotherm was observed and a solid separated from solution immediately upon addition. The suspension was stirred in the ice-water bath for 60 minutes, then warmed to room temperature and stirred under inert atmosphere overnight. Approximately half the pyri... The reactants are [BH3-]C#N, CC(C)[O-], CC(C)[O-], CC(C)[O-], CC(C)[O-], CO, Cl, O=c1oc2cc(F)ccc2n1C1CCNCC1, [Na+], O=C1CCOCC1, [Ti+4]. The product is Cl, O=c1oc2cc(F)ccc2n1C1CCN(C2CCOCC2)CC1. As a reaction SMILES: [C:26]([BH3-:27])#[N:28].[CH3:30][CH:31]([CH3:32])[O-:33].[CH3:34][CH:35]([CH3:36])[O-:37].[CH3:38][CH:39]([CH3:40])[O-:41].[CH3:42][CH:43]([CH3:44])[O-:45].[CH3:47][OH:48].[ClH:1].[F:2][c:3]1[cH:4][c:5]2[c:6]([n:7]([CH:11]3[CH2:12][CH2:13][NH:14][CH2:15][CH2:16]3)[c:8](=[O:10])[o:9]2)[cH:17][cH:18]1.[Na+:29].[O:19]1[CH2:20][CH2:21][C:22](=[O:25])[CH2:23][CH2:24]1.[Ti+4:46]>>[ClH:1].[F:2][c:3]1[cH:4][c:5]2[c:6]([n:7]([CH:11]3[CH2:12][CH2:13][N:14]([CH:22]4[CH2:21][CH2:20][O:19][CH2:24][CH2:23]4)[CH2:15][CH2:16]3)[c:8](=[O:10])[o:9]2)[cH:17][cH:18]1. The reactants are [Br-], C1CCOC1, COc1ccc([Mg+])cc1, [Cl-], Cl, [NH4+], O=C1OC(=O)c2ncccc21. The product is COc1ccc(C(=O)c2ncccc2C(=O)O)cc1. Reaction SMILES: [Br-:17].[CH2:1]1[O:2][CH2:3][CH2:4][CH2:5]1.[CH3:18][O:19][c:20]1[cH:21][cH:22][c:23]([Mg+:26])[cH:24][cH:25]1.[Cl-:27].[ClH:29].[NH4+:28].[n:6]1[c:7]2[c:8]([cH:9][cH:10][cH:11]1)[C:12](=[O:13])[O:14][C:15]2=[O:16]>>[n:6]1[c:7]([C:15](=[O:16])[c:23]2[cH:22][cH:21][c:20]([O:19][CH3:18])[cH:25][cH:24]2)[c:8]([C:12](=[O:13])[OH:14])[cH:9][cH:10][cH:11]1.